Dataset: the Open Reaction Database (ORD), a public repository of structured organic reaction records. Task: describe an organic reaction: reactants, conditions, products, and yield The reactants are C[Si](C)(C)C#CCCO, CCOCC, BrP(Br)Br, c1ccncc1. Yields the product C[Si](C)(C)C#CCCBr. RXN SMILES: [CH3:1][Si:2]([C:3]#[C:4][CH2:5][CH2:6][OH:7])([CH3:8])[CH3:9].[CH3:20][CH2:21][O:22][CH2:23][CH3:24].[P:16]([Br:17])([Br:18])[Br:19].[cH:10]1[cH:11][cH:12][n:13][cH:14][cH:15]1>>[CH3:1][Si:2]([C:3]#[C:4][CH2:5][CH2:6][Br:17])([CH3:8])[CH3:9]. The reactants are BrC(Br)(Br)Br, CCCCCC1CCC(c2ccc(-c3ccc(CO)cc3)cc2)CC1, ClCCl, c1ccc(P(c2ccccc2)c2ccccc2)cc1. Yields the product CCCCCC1CCC(c2ccc(-c3ccc(CBr)cc3)cc2)CC1. RXN SMILES: [Br:45][C:46]([Br:47])([Br:48])[Br:49].[CH2:1]([CH2:2][CH2:3][CH2:4][CH3:5])[CH:6]1[CH2:7][CH2:8][CH:9]([c:12]2[cH:13][cH:14][c:15](-[c:18]3[cH:19][cH:20][c:21]([CH2:24][OH:25])[cH:22][cH:23]3)[cH:16][cH:17]2)[CH2:10][CH2:11]1.[CH2:50]([Cl:51])[Cl:52].[c:26]1([P:27]([c:28]2[cH:29][cH:30][cH:31][cH:32][cH:33]2)[c:34]2[cH:35][cH:36][cH:37][cH:38][cH:39]2)[cH:40][cH:41][cH:42][cH:43][cH:44]1>>[CH2:1]([CH2:2][CH2:3][CH2:4][CH3:5])[CH:6]1[CH2:7][CH2:8][CH:9]([c:12]2[cH:13][cH:14][c:15](-[c:18]3[cH:19][cH:20][c:21]([CH2:46][Br:49])[cH:22][cH:23]3)[cH:16][cH:17]2)[CH2:10][CH2:11]1. The reactants are COc1cc(F)c2nc(C)c3c(C)nc(Br)n3c2c1, Cc1ccccc1B(O)O, [K+], [K+], O=C([O-])[O-], c1ccc(P(c2ccccc2)(c2ccccc2)[Pd](P(c2ccccc2)(c2ccccc2)c2ccccc2)(P(c2ccccc2)(c2ccccc2)c2ccccc2)P(c2ccccc2)(c2ccccc2)c2ccccc2)cc1. Yields the product COc1cc(F)c2nc(C)c3c(C)nc(-c4ccccc4C)n3c2c1. RXN SMILES: [Br:1][c:2]1[n:3][c:4]([CH3:19])[c:5]2[n:6]1[c:7]1[cH:8][c:9]([O:17][CH3:18])[cH:10][c:11]([F:16])[c:12]1[n:13][c:14]2[CH3:15].[CH3:20][c:21]1[c:22]([B:27]([OH:28])[OH:29])[cH:23][cH:24][cH:25][cH:26]1.[K+:30].[K+:31].[O-:32][C:33]([O-:34])=[O:35].[cH:36]1[cH:37][cH:38][c:39]([P:40]([Pd:41]([P:42]([c:43]2[cH:44][cH:45][cH:46][cH:47][cH:48]2)([c:49]2[cH:50][cH:51][cH:52][cH:53][cH:54]2)[c:55]2[cH:56][cH:57][cH:58][cH:59][cH:60]2)([P:61]([c:62]2[cH:63][cH:64][cH:65][cH:66][cH:67]2)([c:68]2[cH:69][cH:70][cH:71][cH:72][cH:73]2)[c:74]2[cH:75][cH:76][cH:77][cH:78][cH:79]2)[P:80]([c:81]2[cH:82][cH:83][cH:84][cH:85][cH:86]2)([c:87]2[cH:88][cH:89][cH:90][cH:91][cH:92]2)[c:93]2[cH:94][cH:95][cH:96][cH:97][cH:98]2)([c:99]2[cH:100][cH:101][cH:102][cH:103][cH:104]2)[c:105]2[cH:106][cH:107][cH:108][cH:109][cH:110]2)[cH:111][cH:112]1>>[c:2]1(-[c:22]2[c:21]([CH3:20])[cH:26][cH:25][cH:24][cH:23]2)[n:3][c:4]([CH3:19])[c:5]2[n:6]1[c:7]1[cH:8][c:9]([O:17][CH3:18])[cH:10][c:11]([F:16])[c:12]1[n:13][c:14]2[CH3:15]. Reactants: FC=1C=C2CCC(C2=CC1)=O (5-fluoro-1-indanone), O (water), CC(C=C)O (3-buten-2-ol), C1(=CC=C(C=C1)S(=O)(=O)O)C (p-toluenesulfonic acid). Solvent: COC(C)(C)OC (2,2-dimethoxy-propane). Yields the product C(C=CC)C1C(C2=CC=C(C=C2C1)F)=O ((RS)-2-(2-buten-1-yl)-5-fluoro-1-indanone). Isolated yield 68.0%. Reaction SMILES: [F:1][C:2]1[CH:3]=[C:4]2[C:8](=[CH:9][CH:10]=1)[C:7](=[O:11])[CH2:6][CH2:5]2.[CH3:12][CH:13](O)[CH:14]=[CH2:15].C1(C)C=CC(S(O)(=O)=O)=CC=1.O>COC(OC)(C)C>[CH2:12]([CH:6]1[CH2:5][C:4]2[C:8](=[CH:9][CH:10]=[C:2]([F:1])[CH:3]=2)[C:7]1=[O:11])[CH:13]=[CH:14][CH3:15]. Procedure details: A solution of 20.0 g of 5-fluoro-1-indanone, 27.5 ml of 3-buten-2-ol and 200 mg of p-toluenesulfonic acid in 200 ml of 2,2-dimethoxy-propane was boiled under reflux for 63 hours on a water separator filled with molecular sieve (0.4 nm, 2 mm pearl shaped). The reaction mixture was subsequently concentrated in a vacuum and purified by column chromatography on silica gel (hexane/diethyl ether 4:1). 18.6 g (68%) of (RS)-2-(2-buten-1-yl)-5-fluoro-1-indanone were obtained as a yellow oil. Reactants: Cn1cc[n+](C)c1, CO, [I-], O=C1CN(N=Cc2ccc(-c3ccc([N+](=O)[O-])cc3)o2)C(=O)N1. Product: Cn1cc[n+](C)c1, O=C1CN(N=Cc2ccc(-c3ccc([N+](=O)[O-])cc3)o2)C(=O)N1. Reaction SMILES: [CH3:2][n:3]1[cH:4][cH:5][n+:6]([CH3:7])[cH:8]1.[CH3:32][OH:33].[I-:1].[O-:9][N+:10](=[O:11])[c:12]1[cH:13][cH:14][c:15](-[c:18]2[cH:19][cH:20][c:21]([CH:22]=[N:23][N:24]3[CH2:25][C:26](=[O:27])[NH:28][C:29]3=[O:30])[o:31]2)[cH:16][cH:17]1>>[CH3:2][n+:3]1[cH:4][cH:5][n:6]([CH3:7])[cH:8]1.[O:9]=[N+:10]([O-:11])[c:12]1[cH:13][cH:14][c:15](-[c:18]2[cH:19][cH:20][c:21]([CH:22]=[N:23][N:24]3[CH2:25][C:26](=[O:27])[NH:28][C:29]3=[O:30])[o:31]2)[cH:16][cH:17]1. The reactants are CC(C)=NNC(=O)OC(C)(C)C (1-Methylethylidene-2-tert-butoxycarbonylhydrazine). Reagents/catalysts: [Pd] (palladium on carbon). Solvent: C(C)(=O)O (acetic acid). Product: C(C)(C)NNC(=O)OC(C)(C)C (1-(isopropyl)-2-tert-butoxycarbonylhydrazine). As a reaction SMILES: [CH3:1][C:2](=[N:4][NH:5][C:6]([O:8][C:9]([CH3:12])([CH3:11])[CH3:10])=[O:7])[CH3:3]>[Pd].C(O)(=O)C>[CH:2]([NH:4][NH:5][C:6]([O:8][C:9]([CH3:11])([CH3:10])[CH3:12])=[O:7])([CH3:3])[CH3:1]. Procedure details: 1-Methylethylidene-2-tert-butoxycarbonylhydrazine, glacial acetic acid (150 mL) and 10% palladium on carbon (2.0 g) were placed in a 500 mL Parr flask. The bottle was placed on a Parr apparatus, and after evacuating and flushing the bottle with nitrogen three times, the flask was charged with hydrogen to 40 psi. After hydrogen uptake ceased, the flask was evacuated and flushed with nitrogen. Filtration through celite, eluting with ethyl acetate, and concentration afforded the crude 1-(isopropyl)... Reactants: CCOC(=O)CC(=O)NCc1nc(-c2ccc(OC)cc2)c(-c2ccc(OC)cc2)s1, CO, Cl, [Na+], [OH-], O. Product: COc1ccc(-c2nc(CNC(=O)CC(=O)O)sc2-c2ccc(OC)cc2)cc1. As a reaction SMILES: [CH3:1][O:2][c:3]1[cH:4][cH:5][c:6](-[c:9]2[n:10][c:11]([CH2:22][NH:23][C:24]([CH2:25][C:26](=[O:27])[O:28][CH2:29][CH3:30])=[O:31])[s:12][c:13]2-[c:14]2[cH:15][cH:16][c:17]([O:20][CH3:21])[cH:18][cH:19]2)[cH:7][cH:8]1.[CH3:34][OH:35].[ClH:36].[Na+:33].[OH-:32].[OH2:37]>>[CH3:1][O:2][c:3]1[cH:4][cH:5][c:6](-[c:9]2[n:10][c:11]([CH2:22][NH:23][C:24]([CH2:25][C:26](=[O:27])[OH:28])=[O:31])[s:12][c:13]2-[c:14]2[cH:15][cH:16][c:17]([O:20][CH3:21])[cH:18][cH:19]2)[cH:7][cH:8]1. The product is ClC1=C(C(=O)OC)C=CC(=C1C)S(=O)(=O)C (Methyl 2-chloro-3-methyl-4-methylsulfonylbenzoate). Reactants: ClC1=C(C(=O)O)C=CC(=C1C)S(=O)(=O)C (2-chloro-3-methyl-4-methylsulfonylbenzoic acid), CO (methanol), Cl (HCl). Reported procedure: 53.02 g (0.21 mol) of 2-chloro-3-methyl-4-methylsulfonylbenzoic acid were dissolved in 400 ml of methanol and HCl was passed in at reflux temperature for 3 h. The mixture was then allowed to cool and completely concentrated on a rotary evaporator. RXN SMILES: [Cl:1][C:2]1[C:10]([CH3:11])=[C:9]([S:12]([CH3:15])(=[O:14])=[O:13])[CH:8]=[CH:7][C:3]=1[C:4]([OH:6])=[O:5].Cl.[CH3:17]O>>[Cl:1][C:2]1[C:10]([CH3:11])=[C:9]([S:12]([CH3:15])(=[O:14])=[O:13])[CH:8]=[CH:7][C:3]=1[C:4]([O:6][CH3:17])=[O:5].